From a dataset of the Open Reaction Database (ORD), a public repository of structured organic reaction records. describe an organic reaction: reactants, conditions, products, and yield The reactants are CC(=O)c1cccnc1 (effective_coupling_partner), CC(C)(C)C(=O)Oc1cccc2ccccc12 (substrate). The reagents and catalysts are dcypt. Reaction conditions: temperature 150 celsius, time 24 hour. The product is O=C(Cc1cccc2ccccc12)c3cccnc3. The reactants are O=C1OC(C2=C1C=CC=C2)CC#N ((3-oxo-1,3-dihydro-2-benzofuran-1-yl)acetonitrile), N(=[N+]=[N-])[Sn](CCCC)(CCCC)CCCC (azidotributyltin). Solvent: O1CCOCC1 (dioxane), C(Cl)(Cl)Cl.CCCCCC (CHCl3 Hexane). Yields the product N1N=NN=C1CC1OC(C2=C1C=CC=C2)=O (3-(1H-tetrazol-5-ylmethyl)-2-benzofuran-1 (3H)-one). As a reaction SMILES: [O:1]=[C:2]1[C:6]2[CH:7]=[CH:8][CH:9]=[CH:10][C:5]=2[CH:4]([CH2:11][C:12]#[N:13])[O:3]1.[N:14]([Sn](CCCC)(CCCC)CCCC)=[N+:15]=[N-:16]>O1CCOCC1.C(Cl)(Cl)Cl.CCCCCC>[NH:14]1[C:12]([CH2:11][CH:4]2[C:5]3[CH:10]=[CH:9][CH:8]=[CH:7][C:6]=3[C:2](=[O:1])[O:3]2)=[N:13][N:16]=[N:15]1 |f:3.4|. Reported procedure: A solution of (3-oxo-1,3-dihydro-2-benzofuran-1-yl)acetonitrile (890 mg, 5.14 mmol) and azidotributyltin (1.97 ml, 7.20 mmol) in dioxane (4.0 ml) was heated at 95° C. for 17 hours. The reaction was partitioned between EtOAc and saturated NaHCO3 aqueous solution, and then washed with saturated NaHCO3 aqueous solution. The aqueous layers were combined, washed with EtOAc, then acidified with 10% HCl aqueous solution. The acidic aqueous layer was extracted with EtOAc. The combined organic layers wer... Reactants: ClC1=NC2=C(N1)C=CC=C2 (2-chloro-1H -benzoimidazole). Run in C(CN)N (ethane-1,2-diamine), C(Cl)(Cl)Cl (chloroform), C(C)(C)O (isopropanol). Product: N1C(=NC2=C1C=CC=C2)NCCN (N1-(1H-BENZOIMIDAZOL-2-YL)-ETHANE-1,2-DIAMINE). Isolated yield 37.4%. Reaction SMILES: Cl[C:2]1[NH:6][C:5]2[CH:7]=[CH:8][CH:9]=[CH:10][C:4]=2[N:3]=1>C(N)CN.C(Cl)(Cl)Cl.C(O)(C)C>[NH:3]1[C:4]2[CH:10]=[CH:9][CH:8]=[CH:7][C:5]=2[N:6]=[C:2]1[NH:3][CH2:4][CH2:5][NH2:6]. Procedure details: A mixture of 2-chloro-1H -benzoimidazole (1 g) in 4 mL of ethane-1,2-diamine was heated to 100 C. for several hours until complete by HPLC. The reaction was allowed to cool and diluted with a mixture of chloroform and isopropanol (3:1). The organic phase was washed with water then dried and concentrated to give 216 mg of product as a solid which was used in the next step without further purification. MS(ES): m/c (EI*) 177.1 [M+H] The reactants are CC(C)(C)OC(=O)NC(Cc1ccccc1)C1CO1, CC(C)(C)NC(=O)C1CCCN1. Yields the product CC(C)(C)NC(=O)C1CCCN1CC(O)C(Cc1ccccc1)NC(=O)OC(C)(C)C. RXN SMILES: [C:1]([CH3:2])([CH3:3])([CH3:4])[O:5][C:6]([NH:7][CH:8]([CH2:9][c:10]1[cH:11][cH:12][cH:13][cH:14][cH:15]1)[CH:16]1[O:17][CH2:18]1)=[O:19].[C:20]([CH3:21])([CH3:22])([CH3:23])[NH:24][C:25]([CH:26]1[NH:27][CH2:28][CH2:29][CH2:30]1)=[O:31]>>[C:1]([CH3:2])([CH3:3])([CH3:4])[O:5][C:6]([NH:7][CH:8]([CH2:9][c:10]1[cH:11][cH:12][cH:13][cH:14][cH:15]1)[CH:16]([OH:17])[CH2:18][N:27]1[CH:26]([C:25]([NH:24][C:20]([CH3:21])([CH3:22])[CH3:23])=[O:31])[CH2:30][CH2:29][CH2:28]1)=[O:19]. As a reaction SMILES: C([N:8]1[CH2:16][CH:15]2[C:10](=[C:11]([C:22]3[CH:27]=[CH:26][CH:25]=[CH:24][CH:23]=3)[C:12]3[CH:20]=[C:19]([CH3:21])[CH:18]=[CH:17][C:13]=3[CH2:14]2)[CH2:9]1)C1C=CC=CC=1.[BH4-].[Na+].Cl>O.C(O)C.Cl[Pd]Cl>[CH3:21][C:19]1[CH:18]=[CH:17][C:13]2[CH2:14][CH:15]3[CH:10]([CH:11]([C:22]4[CH:27]=[CH:26][CH:25]=[CH:24][CH:23]=4)[C:12]=2[CH:20]=1)[CH2:9][NH:8][CH2:16]3 |f:1.2|. The solvent is O (water), O (water), C(C)O (ethanol). Reported procedure: A solution of 0.55 g of palladium-II-chloride and 0.39 g of common salt in 50 cc of water is added at 25° to a solution of 35.2 g of (9aRS)-2-benzyl-9,9a-dihydro-6-methyl-4-phenyl-benz[f]isoindoline in 300 cc of ethanol. A solution of 2.0 g of sodium borohydride in 25 cc of water is added dropwise to the mixture at 0°, stirring is effected at 25° for 30 minutes, the pH of the solution is adjusted to 2 with aqueous concentrated hydrochloric acid, and hydrogenation is finally effected at 60° and a... Starting materials: [BH4-].[Na+] (sodium borohydride), Cl (hydrochloric acid), common salt, C(C1=CC=CC=C1)N1CC2=C(C3=C(CC2C1)C=CC(=C3)C)C3=CC=CC=C3 ((9aRS)-2-benzyl-9,9a-dihydro-6-methyl-4-phenyl-benz[f]isoindoline). The reagents and catalysts are Cl[Pd]Cl (palladium-II-chloride). Yields the product CC1=CC2=C(CC3CNCC3C2C2=CC=CC=C2)C=C1 ((3aRS,4RS,9aSR)-3a,4,9,9a-tetrahydro-6-methyl-4-phenyl-benz[f]isoindoline). Run at time 30 minute. Starting materials: OCC1=CC=C2COC(C2=C1)=O (6-(hydroxymethyl)-1 (3H)-isobenzofuranone). Reagents/catalysts: [O-2].[O-2].[Mn+4] (manganese dioxide). The product is O=C1OCC2=CC=C(C=C12)C=O (1-Oxo-1,3dihydroisobenzofuran-6-carbaldehyde). As a reaction SMILES: [OH:1][CH2:2][C:3]1[CH:11]=[C:10]2[C:6]([CH2:7][O:8][C:9]2=[O:12])=[CH:5][CH:4]=1>[O-2].[O-2].[Mn+4]>[O:12]=[C:9]1[C:10]2[C:6](=[CH:5][CH:4]=[C:3]([CH:2]=[O:1])[CH:11]=2)[CH2:7][O:8]1 |f:1.2.3|. Procedure details: According to a similar procedure to that described in Example 4-(3), 6-(hydroxymethyl)-1 (3H)-isobenzofuranone (3.25 g, 20.8 mmol) obtained from Example 1-(4) or Example 1-(6) and activated manganese dioxide (33 g) were reacted, and the reaction mixture was worked up to afford the title compound as a crude solid. The crude solid was subjected to chromatography on a silica gel (40 g) column (eluent; ethyl acetate) to afford the title compound (2.45 g, 76% yield) as a solid (mp. 134° C.) Reactants: [Al+3], CCCCCCCCCCCCCCCc1cccc(OCC)c1C(=O)OCC, CCOC(C)=O, CCCCCC, CCOC(C)=O, Cl, [H-], [H-], [H-], [H-], [Li+], C1CCOC1. Product: CCCCCCCCCCCCCCCc1cccc(OCC)c1CO. RXN SMILES: [Al+3:31].[CH2:1]([CH3:2])[O:3][c:4]1[c:5]([C:6](=[O:7])[O:8][CH2:9][CH3:10])[c:11]([CH2:15][CH2:16][CH2:17][CH2:18][CH2:19][CH2:20][CH2:21][CH2:22][CH2:23][CH2:24][CH2:25][CH2:26][CH2:27][CH2:28][CH3:29])[cH:12][cH:13][cH:14]1.[CH2:36]([O:37][C:38](=[O:39])[CH3:40])[CH3:41].[CH3:48][CH2:49][CH2:50][CH2:51][CH2:52][CH3:53].[CH3:54][CH2:55][O:56][C:57]([CH3:58])=[O:59].[ClH:42].[H-:30].[H-:33].[H-:34].[H-:35].[Li+:32].[O:43]1[CH2:44][CH2:45][CH2:46][CH2:47]1>>[CH2:1]([CH3:2])[O:3][c:4]1[c:5]([CH2:6][OH:7])[c:11]([CH2:15][CH2:16][CH2:17][CH2:18][CH2:19][CH2:20][CH2:21][CH2:22][CH2:23][CH2:24][CH2:25][CH2:26][CH2:27][CH2:28][CH3:29])[cH:12][cH:13][cH:14]1.